This data is from the Open Reaction Database (ORD), a public repository of structured organic reaction records. The task is: describe an organic reaction: reactants, conditions, products, and yield The reactants are C(C)(=O)C1=NC(=CC=C1)C(C)=O (2,6-Diacetylpyridine), NC1=CC=CC=2CCCCC12 (1-amino-5,6,7,8-tetrahydronaphthalene). The reagents and catalysts are C(C)(=O)O (acetic acid). The solvent is CO (methanol). Conditions: time 2 day. Yields the product C1(=CC=CC=2CCCCC12)N=C(C)C1=NC(=CC=C1)C(C)=NC1=CC=CC=2CCCCC12 (2,6-bis[1-(5,6,7,8-tetrahydronaphthylimino)ethyl]pyridine). Isolated yield 29.6%. Reaction SMILES: [C:1]([C:4]1[CH:9]=[CH:8][CH:7]=[C:6]([C:10](=O)[CH3:11])[N:5]=1)(=O)[CH3:2].[NH2:13][C:14]1[C:23]2[CH2:22][CH2:21][CH2:20][CH2:19][C:18]=2[CH:17]=[CH:16][CH:15]=1>CO.C(O)(=O)C>[C:14]1([N:13]=[C:1]([C:4]2[CH:9]=[CH:8][CH:7]=[C:6]([C:10](=[N:13][C:14]3[C:23]4[CH2:22][CH2:21][CH2:20][CH2:19][C:18]=4[CH:17]=[CH:16][CH:15]=3)[CH3:11])[N:5]=2)[CH3:2])[C:23]2[CH2:22][CH2:21][CH2:20][CH2:19][C:18]=2[CH:17]=[CH:16][CH:15]=1. Procedure: Chemicals 2,6-Diacetylpyridine (1.0 g, 6.1 mmol) and 1-amino-5,6,7,8-tetrahydronaphthalene (3.6 g, 24.5 mmol) were dissolved in a round-bottom flask, to which 50 ml of anhydrous methanol were added. Three drops of glacial acetic acid were added, and the flask was sealed. After stirring the solution for two days, a yellow solid was collected and re-crystallized from methanol to give 760 mg (30%) of the desired ligand for catalyst 3. H NMR (C6D6) δ 8.48 (d, 2), 7.30 (t, 1), 7.10 (m, 2), 6.85 (d, 2... The reactants are C(C)N1C([C@H](COC2=C1C=CC=C2)NC(OC(C)(C)C)=O)=O (tert-butyl [(3S)-5-ethyl-4-oxo-2,3,4,5-tetrahydro-1,5-benzoxazepin-3-yl]carbamate), solution, Cl (hydrochloric acid). Solvent: O1CCOCC1 (dioxane), O1CCOCC1 (dioxane). Conditions: time 8 hour. Yields the product Cl.N[C@H]1COC2=C(N(C1=O)CC)C=CC=C2 ((3S)-3-amino-5-ethyl-2,3-dihydro-1,5-benzoxazepin-4(5H)-one hydrochloride). Reaction SMILES: [CH2:1]([N:3]1[C:9]2[CH:10]=[CH:11][CH:12]=[CH:13][C:8]=2[O:7][CH2:6][C@H:5]([NH:14]C(=O)OC(C)(C)C)[C:4]1=[O:22])[CH3:2].[ClH:23]>O1CCOCC1>[ClH:23].[NH2:14][C@@H:5]1[C:4](=[O:22])[N:3]([CH2:1][CH3:2])[C:9]2[CH:10]=[CH:11][CH:12]=[CH:13][C:8]=2[O:7][CH2:6]1 |f:3.4|. Procedure details: 0.286 g of 19 (0.934 mmol) is taken up in a 50 mL round-bottomed flask and 7 mL of dioxane and 7 mL of a solution of hydrochloric acid in dioxane (4M) are added. The medium is stirred overnight at RT under argon. After evaporation of the solvent, the residue is taken up in 1 mL of CH2Cl2 and 10 mL of isopropyl ether. The solid formed is drained and dried under vacuum. 185 mg of expected product 20 (white solid) are thus recovered.